Dataset: the Open Reaction Database (ORD), a public repository of structured organic reaction records. Task: describe an organic reaction: reactants, conditions, products, and yield Starting materials: C(C1=CC=CC=C1)(C1=CC=CC=C1)(C1=CC=CC=C1)NC1C2CC3CC(CC1C3)(C2)OCC2=CC=C(C=C2)C=2OC3=C(N2)C=CC=C3 (N-trityl-5-[4-(benzoxazol-2-yl)benzyloxy]tricyclo[3.3.1.13,7 ]decan-2-amine), Cl (hydrogen chloride). The product is Cl.O1C(=NC2=C1C=CC=C2)C2=CC=C(COC13CC4C(C(CC(C1)C4)C3)N)C=C2 (5-[4-(benzoxazol-2-yl)benzyloxy]tricyclo[3.3.1.13,7 ]decan-2-amine hydrochloride). Reaction SMILES: C([NH:20][CH:21]1[CH:28]2[CH2:29][CH:24]3[CH2:25][C:26]([O:31][CH2:32][C:33]4[CH:38]=[CH:37][C:36]([C:39]5[O:40][C:41]6[CH:47]=[CH:46][CH:45]=[CH:44][C:42]=6[N:43]=5)=[CH:35][CH:34]=4)([CH2:30][CH:22]1[CH2:23]3)[CH2:27]2)(C1C=CC=CC=1)(C1C=CC=CC=1)C1C=CC=CC=1.[ClH:48]>>[ClH:48].[O:40]1[C:41]2[CH:47]=[CH:46][CH:45]=[CH:44][C:42]=2[N:43]=[C:39]1[C:36]1[CH:35]=[CH:34][C:33]([CH2:32][O:31][C:26]23[CH2:30][CH:22]4[CH2:23][CH:24]([CH2:29][CH:28]([CH:21]4[NH2:20])[CH2:27]2)[CH2:25]3)=[CH:38][CH:37]=1 |f:2.3|. Procedure: A mixture of N-trityl-5-[4-(benzoxazol-2-yl)benzyloxy]tricyclo[3.3.1.13,7 ]decan-2-amine (200 mg) combined with ethanolic hydrogen chloride (5 ml) is stirred for an hour at room temperature. This is evaporated to dryness and the components separated via flash chromatography (eluting with 10% MeOH/CH2Cl2) to obtain 5-[4-(benzoxazol-2-yl)benzyloxy]tricyclo[3.3.1.13,7 ]decan-2-amine hydrochloride (m.p. 278°-281° C). Starting materials: CN, CCO, Clc1ccc2c(CCI)c[nH]c2n1. Product: CNCCc1c[nH]c2nc(Cl)ccc12. RXN SMILES: [CH3:14][NH2:15].[CH3:16][CH2:17][OH:18].[Cl:1][c:2]1[cH:3][cH:4][c:5]2[c:6]([n:7]1)[nH:8][cH:9][c:10]2[CH2:11][CH2:12][I:13]>>[Cl:1][c:2]1[cH:3][cH:4][c:5]2[c:6]([n:7]1)[nH:8][cH:9][c:10]2[CH2:11][CH2:12][NH:15][CH3:14]. The reagents and catalysts are CN(C)C=1C=CN=CC1 (DMAP). Yields the product C(C1=CC=CC=C1)N=[N+]=[N-] (Benzyl Azide). RXN SMILES: [CH2:1](O)[C:2]1[CH:7]=[CH:6][CH:5]=[CH:4][CH:3]=1.CN(C=O)C.[N-:14]=[N+:15]=[N-:16].[Na+].C(OCC)C>CN(C1C=CN=CC=1)C.O>[CH2:1]([N:14]=[N+:15]=[N-:16])[C:2]1[CH:7]=[CH:6][CH:5]=[CH:4][CH:3]=1 |f:2.3|. Starting materials: C(C)OCC (diethyl ether), C(C1=CC=CC=C1)O (benzyl alcohol), CN(C)C=O (DMF), [N-]=[N+]=[N-].[Na+] (NaN3). Reaction conditions: time 6 hour. Procedure details: 2.07 ml of benzyl alcohol (20 mmole), 2.99 g of DMAP (1.2 eq) and 1.86 ml of MeSOCl2 (1.2 eq) were sequentially added to 25 ml of DMF. After stirring the mixture for 6 hours, 3.96 g of NaN3 (3 eq) was added thereto, and the mixture was stirred for 12 hours. The reaction mixture was treated with a mixture of diethyl ether and water, the ether extract was dried under MgSO4, ether was removed under a reduced pressure, and the resulting residue was subjected to column chromatography (silica gel 60, ... The solvent is O (water). Starting materials: CC(C)(C)OC(=O)CNC(=O)c1nc2cc(Cl)ccc2o1, O=C(O)C(F)(F)F. Product: O=C(O)CNC(=O)c1nc2cc(Cl)ccc2o1. As a reaction SMILES: [C:1]([CH3:2])([CH3:3])([CH3:4])[O:5][C:6](=[O:7])[CH2:8][NH:9][C:10](=[O:11])[c:12]1[o:13][c:14]2[c:15]([n:16]1)[cH:17][c:18]([Cl:21])[cH:19][cH:20]2.[OH:22][C:23]([C:24]([F:25])([F:26])[F:27])=[O:28]>>[O:5]=[C:6]([OH:7])[CH2:8][NH:9][C:10](=[O:11])[c:12]1[o:13][c:14]2[c:15]([n:16]1)[cH:17][c:18]([Cl:21])[cH:19][cH:20]2.